Dataset: the Open Reaction Database (ORD), a public repository of structured organic reaction records. Task: describe an organic reaction: reactants, conditions, products, and yield Starting materials: ice water, [Cl-].[Al+3].[Cl-].[Cl-] (aluminum chloride), COC(CC1=CSC2=C1C(=CC(=C2)OC)F)=O (methyl(4-fluoro-6-methoxy-1-benzothiophen-3-yl)acetate), [Cl-].[Al+3].[Cl-].[Cl-] (aluminum chloride), C(CCCCCCCCCCC)S (dodecane-1-thiol), Cl (HCl). Run in C1(=CC=CC=C1)C (toluene), C1(=CC=CC=C1)C (toluene). Reaction conditions: temperature 0 celsius, time 30 minute. Yields the product COC(CC1=CSC2=C1C(=CC(=C2)O)F)=O (Methyl(4-fluoro-6-hydroxy-1-benzothiophen-3-yl)acetate). The yield is 41.1%. Reaction SMILES: [Cl-].[Al+3].[Cl-].[Cl-].C(S)CCCCCCCCCCC.[CH3:18][O:19][C:20](=[O:34])[CH2:21][C:22]1[C:26]2[C:27]([F:33])=[CH:28][C:29]([O:31]C)=[CH:30][C:25]=2[S:24][CH:23]=1.Cl>C1(C)C=CC=CC=1>[CH3:18][O:19][C:20](=[O:34])[CH2:21][C:22]1[C:26]2[C:27]([F:33])=[CH:28][C:29]([OH:31])=[CH:30][C:25]=2[S:24][CH:23]=1 |f:0.1.2.3|. Procedure details: To a suspension of aluminum chloride (713 mg) in toluene (10 mL) was added dodecane-1-thiol (4.00 mL) at 0° C. After stirring at 0° C. for 30 min, a solution of methyl(4-fluoro-6-methoxy-1-benzothiophen-3-yl)acetate (850 mg) in toluene (10 mL) was added dropwise to the mixture. The mixture was stirred at room temperature for 45 h. To the mixture was added aluminum chloride (713 mg) again, and the mixture was stirred at room temperature for 4 h. The mixture was poured into ice water. To the mixtu...